Task: describe an organic reaction: reactants, conditions, products, and yield. Dataset: the Open Reaction Database (ORD), a public repository of structured organic reaction records Starting materials: OC(CN1CCNCC1)CO (1-(2,3-dihydroxypropyl)piperazine), ClC=1N=NC(=CC1)Cl (3,6-dichloropyridazine). The solvent is C(C)(C)O (isopropanol). Yields the product ClC1=CC=C(N=N1)N1CCN(CC1)CC(CO)O (3-[4-(6-Chloropyridazin-3-yl)piperazin-1-yl]propane-1,2-diol). Reaction SMILES: [OH:1][CH:2]([CH2:10][OH:11])[CH2:3][N:4]1[CH2:9][CH2:8][NH:7][CH2:6][CH2:5]1.[Cl:12][C:13]1[N:14]=[N:15][C:16](Cl)=[CH:17][CH:18]=1>C(O)(C)C>[Cl:12][C:13]1[N:14]=[N:15][C:16]([N:7]2[CH2:8][CH2:9][N:4]([CH2:3][CH:2]([OH:1])[CH2:10][OH:11])[CH2:5][CH2:6]2)=[CH:17][CH:18]=1. Reported procedure: Grams 32 of 1-(2,3-dihydroxypropyl)piperazine and 15 g of 3,6-dichloropyridazine in 700 ml isopropanol were refluxed for 24 hours. The reaction mixture was settled, the solid undissolvable removed and the solution evaporated to dryness. The so obtained residue was purified on column eluting with chloroform:methanol (9:1). Grams 2.1 of 3-[4-(6-chloropyridazin-3-yl)piperazin-1-yl]propane-1,2-diol, which, recrystallized from acetone, melted at 126°-128° C.